From a dataset of the Open Reaction Database (ORD), a public repository of structured organic reaction records. describe an organic reaction: reactants, conditions, products, and yield The reactants are C(O)CN (ethanolamine), BrCCCC#N (4-bromobutyronitrile). Solvent: C(C)O (ethanol). Yields the product OCCNC(C#N)CC ((2-Hydroxyethylamino)butyronitrile). Reaction SMILES: [CH2:1]([CH2:3][NH2:4])[OH:2].Br[CH2:6][CH2:7][CH2:8][C:9]#[N:10]>C(O)C>[OH:2][CH2:1][CH2:3][NH:4][CH:8]([CH2:7][CH3:6])[C:9]#[N:10]. Procedure: Dissolve ethanolamine (11.3 g, 0.185 mol) and 4-bromobutyronitrile (32.6 g, 0.22 mol) in ethanol (700 mL) and heat at reflux for 18 hours. Evaporate the solvent in vacuo and purify by distillation to give the title compound. The reactants are C1(=CC=CC=C1)CC(=O)NC1[C@@H]2N(C(C(=CS2)CO)C(=O)OC(C2=CC=CC=C2)C2=CC=CC=C2)C1=O (diphenylmethyl 7-(2-phenylacetamido)-3-hydroxymethyl-2-cephem-4-carboxylate). Procedure: A suspension of 10% palladium-carbon (30 g.) in acetic acid (300 ml.) was added to a solution of diphenylmethyl 7-(2-phenylacetamido)-3-hydroxymethyl-2-cephem-4-carboxylate (30.0 g.) in tetrahydrofuran (500 ml.) and ethanol (100 ml.), and the mixture was subjected to catalytic reduction under hydrogen pressure of 10 kg/cm2 at 50°-55° C. for 4 hours. After removing the insoluble substance from the resultant mixture by filtration, the filtrate was concentrated under reduced pressure. Ethyl acetate... RXN SMILES: [C:1]1([CH2:7][C:8]([NH:10][CH:11]2[C:36](=[O:37])[N:13]3[CH:14]([C:20]([O:22][CH:23]([C:30]4[CH:35]=[CH:34][CH:33]=[CH:32][CH:31]=4)[C:24]4[CH:29]=[CH:28][CH:27]=[CH:26][CH:25]=4)=[O:21])[C:15]([CH2:18][OH:19])=[CH:16][S:17][C@H:12]23)=[O:9])[CH:6]=[CH:5][CH:4]=[CH:3][CH:2]=1>C(O)(=O)C.O1CCCC1.C(O)C.[C].[Pd]>[C:1]1([CH2:7][C:8]([NH:10][CH:11]2[C:36](=[O:37])[N:13]3[CH:14]([C:20]([O:22][CH:23]([C:24]4[CH:25]=[CH:26][CH:27]=[CH:28][CH:29]=4)[C:30]4[CH:31]=[CH:32][CH:33]=[CH:34][CH:35]=4)=[O:21])[CH:15]([CH2:18][OH:19])[CH2:16][S:17][C@H:12]23)=[O:9])[CH:6]=[CH:5][CH:4]=[CH:3][CH:2]=1 |f:4.5|. Run in O1CCCC1 (tetrahydrofuran), C(C)O (ethanol), C(C)(=O)O (acetic acid). The yield is 56.4%. Product: C1(=CC=CC=C1)CC(=O)NC1[C@@H]2N(C(C(CS2)CO)C(=O)OC(C2=CC=CC=C2)C2=CC=CC=C2)C1=O (diphenylmethyl 7-(2-phenylacetamido)-3-hydroxymethylcepham-4-carboxylate). The reagents and catalysts are [C].[Pd] (palladium-carbon).